Dataset: the Open Reaction Database (ORD), a public repository of structured organic reaction records. Task: describe an organic reaction: reactants, conditions, products, and yield Reactants: [K+].ClC(C(=O)[O-])C=O (2-chloro-3-oxopropanoate potassium salt), NC1=NC=C(C=C1)Br (2-amino-5-bromopyridine), C(C)O (ethanol), S(O)(O)(=O)=O (sulfuric acid). Product: BrC=1C=CC=2N(C1)C(=CN2)C(=O)OCC (ethyl 6-bromoimidazo[1,2-a]pyridine-3-carboxylate). The yield is 48.0%. RXN SMILES: [K+].Cl[CH:3]([CH:7]=O)[C:4]([O-:6])=[O:5].[NH2:9][C:10]1[CH:15]=[CH:14][C:13]([Br:16])=[CH:12][N:11]=1.S(=O)(=O)(O)O.[CH2:22](O)[CH3:23]>>[Br:16][C:13]1[CH:14]=[CH:15][C:10]2[N:11]([C:3]([C:4]([O:6][CH2:22][CH3:23])=[O:5])=[CH:7][N:9]=2)[CH:12]=1 |f:0.1|. Procedure details: To a suspension of 2-chloro-3-oxopropanoate potassium salt (6.3 g, 33 mmol) (prepared according to Ikemoto, T. et al., Tetrahedron 2000, 56, 7915-7921) and 2-amino-5-bromopyridine (1.93 g, 11.1 mmol) in ethanol (150 mL) was added concentrated sulfuric acid (1.1 g) and the reaction mixture was heated at reflux for 16 h, allowed to cool to ambient temperature and concentrated in vacuo. The residue was partitioned between ethyl acetate (100 mL) and saturated aqueous sodium bicarbonate (100 mL) and ... Starting materials: CC(C)(OC(=O)N1CCN(CC1)CC1=CC=CC=C1)C (1-[1,1-dimethylethoxycarbonyl]-4-phenylmethylpiperazine), ClC1=CC(=CC=C1)C(=O)OO (m-chloroperbenzoic acid), C16H29N2O3.H2O. Solvent: C(Cl)(Cl)Cl (chloroform), C(Cl)(Cl)Cl (chloroform). Reaction conditions: time 96 hour. Product: CC(C)(OC(=O)N1CCN(CC1)OCC1=CC=CC=C1)C (1-(1,1-dimethylethoxycarbonyl)-4-phenylmethoxypiperazine). Reaction SMILES: Cl[C:2]1[CH:7]=[CH:6][CH:5]=[C:4]([C:8]([O:10]O)=O)[CH:3]=1.[CH3:12][C:13]([CH3:31])([O:15][C:16]([N:18]1[CH2:23][CH2:22][N:21](CC2C=CC=CC=2)[CH2:20][CH2:19]1)=[O:17])[CH3:14]>C(Cl)(Cl)Cl>[CH3:14][C:13]([CH3:31])([O:15][C:16]([N:18]1[CH2:19][CH2:20][N:21]([O:10][CH2:8][C:4]2[CH:3]=[CH:2][CH:7]=[CH:6][CH:5]=2)[CH2:22][CH2:23]1)=[O:17])[CH3:12]. Reported procedure: A solution of 10.0 g (0.058 mole) m-chloroperbenzoic acid in 100 ml chloroform was added over a one hour period to a cooled (0°-5° C.) solution of 16.1 g (0.058 mole) 1-[1,1-dimethylethoxycarbonyl]-4-phenylmethylpiperazine in 200 ml chloroform. External cooling was removed and the solution stirred for 96 hours at room temperature. The solution was then successively passed through four alumina-packed columns (2.2×16 cm), the eluent evaporated in vacuo, treated with 200 ml acetone and diluted with... Product: Cc1cccc(C(O)CCC(=O)[O-])c1C, [Na+]. As a reaction SMILES: [CH3:1][c:2]1[c:3]([CH:9]([CH2:10][CH2:11][C:12](=[O:13])[O:14][CH2:15][CH3:16])[OH:17])[cH:4][cH:5][cH:6][c:7]1[CH3:8].[CH3:20][CH2:21][OH:22].[Na+:19].[OH-:18]>>[CH3:1][c:2]1[c:3]([CH:9]([CH2:10][CH2:11][C:12](=[O:13])[O-:14])[OH:17])[cH:4][cH:5][cH:6][c:7]1[CH3:8].[Na+:19]. Reactants: CCOC(=O)CCC(O)c1cccc(C)c1C, CCO, [Na+], [OH-]. The reactants are CC(C)(C(=O)O)C(NC(=O)c1ccc(C#N)cc1)c1ccccc1, O=C(CC1CCNCC1)OCc1ccccc1, ClCCl, CCN(C(C)C)C(C)C. Product: CC(C)(C(=O)N1CCC(CC(=O)OCc2ccccc2)CC1)C(NC(=O)c1ccc(C#N)cc1)c1ccccc1. RXN SMILES: [C:1](#[N:2])[c:3]1[cH:4][cH:5][c:6]([C:7](=[O:8])[NH:9][CH:10]([C:11]([C:12](=[O:13])[OH:14])([CH3:15])[CH3:16])[c:17]2[cH:18][cH:19][cH:20][cH:21][cH:22]2)[cH:23][cH:24]1.[CH2:34]([c:35]1[cH:36][cH:37][cH:38][cH:39][cH:40]1)[O:41][C:42]([CH2:43][CH:44]1[CH2:45][CH2:46][NH:47][CH2:48][CH2:49]1)=[O:50].[CH2:51]([Cl:52])[Cl:53].[CH:25]([N:26]([CH:27]([CH3:28])[CH3:29])[CH2:30][CH3:31])([CH3:32])[CH3:33]>>[C:1](#[N:2])[c:3]1[cH:4][cH:5][c:6]([C:7](=[O:8])[NH:9][CH:10]([C:11]([C:12](=[O:13])[N:47]2[CH2:46][CH2:45][CH:44]([CH2:43][C:42]([O:41][CH2:34][c:35]3[cH:36][cH:37][cH:38][cH:39][cH:40]3)=[O:50])[CH2:49][CH2:48]2)([CH3:15])[CH3:16])[c:17]2[cH:18][cH:19][cH:20][cH:21][cH:22]2)[cH:23][cH:24]1.